The task is: describe an organic reaction: reactants, conditions, products, and yield. This data is from the Open Reaction Database (ORD), a public repository of structured organic reaction records. The reactants are CC1=C(C=CC=C1)C(C(=O)OC)=O (methyl 2-methylphenylglyoxylate), ClCl (chlorine). The solvent is ClC(Cl)(Cl)Cl (tetrachloromethane). Product: ClCC1=C(C=CC=C1)C(C(=O)OC)=O (methyl 2-(chloromethyl)-phenylglyoxylate). The yield is 35.0%. As a reaction SMILES: [CH3:1][C:2]1[CH:7]=[CH:6][CH:5]=[CH:4][C:3]=1[C:8](=[O:13])[C:9]([O:11][CH3:12])=[O:10].[Cl:14]Cl>ClC(Cl)(Cl)Cl>[Cl:14][CH2:1][C:2]1[CH:7]=[CH:6][CH:5]=[CH:4][C:3]=1[C:8](=[O:13])[C:9]([O:11][CH3:12])=[O:10]. Procedure details: 100 g (0.56 mole) of methyl 2-methylphenylglyoxylate in 600 ml of tetrachloromethane are initially taken. The mixture is then refluxed while being exposed to a 300 W Hg vapor lamp, and 28 g (0.39 mole) of chlorine gas are passed in during this procedure. After a conversion of about 50% (determined by thin-layer chromatography), the reaction is terminated and the mixture is evaporated down. The residue is then subjected to fractional distillation. 29 g of product were obtained as an oil. The reactants are Compound I, C(C)O (ethyl alcohol), C(C)(C)O (isopropyl alcohol), CCOCC (ether), FC1(C(C2=C(C(C3=C1C=CC=C3)=O)C=CC=C2)(F)F)F (10,11-dihydro-10,10,11,11tetrafluoro-5H-dibenzo[a,d]cyclohepten-5-one), alkaline earth metal borohydrides. Run in O1CCCC1 (tetrahydrofuran), O1CCOCC1 (dioxane). The product is FC1(C(C2=C(C(C3=C1C=CC=C3)O)C=CC=C2)(F)F)F (10,11-dihydro-10,10,11,11tetrafluoro-5H-dibenzo[a,d]cyclohepten-5-ol). RXN SMILES: [F:1][C:2]1([F:20])[C:8]2[CH:9]=[CH:10][CH:11]=[CH:12][C:7]=2[C:6](=[O:13])[C:5]2[CH:14]=[CH:15][CH:16]=[CH:17][C:4]=2[C:3]1([F:19])[F:18].C(O)C.C(O)(C)C.CCOCC>O1CCCC1.O1CCOCC1>[F:1][C:2]1([F:20])[C:8]2[CH:9]=[CH:10][CH:11]=[CH:12][C:7]=2[CH:6]([OH:13])[C:5]2[CH:14]=[CH:15][CH:16]=[CH:17][C:4]=2[C:3]1([F:18])[F:19]. Procedure details: In carrying out the process of the present invention, Compound I hereinabove, 10,11-dihydro-10,10,11,11tetrafluoro-5H-dibenzo[a,d]cyclohepten-5-one, or a derivative thereof, is contacted with a reducing agent selected from alkali or alkaline earth metal borohydrides, dissolved in a solvent relatively inert under reaction conditions comprising either a loweralkanol such as ethyl alcohol or isopropyl alcohol or an ether, such as dioxane or tetrahydrofuran, at a temperature of from 0° C. to the ref... Reactants: CCO, Cc1cc(=O)c(OCc2ccccc2)c(C(=O)NC2CCC2)n1C. Yields the product Cc1cc(=O)c(O)c(C(=O)NC2CCC2)n1C. RXN SMILES: [CH3:25][CH2:26][OH:27].[CH:1]1([NH:5][C:6](=[O:7])[c:8]2[n:9]([CH3:24])[c:10]([CH3:23])[cH:11][c:12](=[O:22])[c:13]2[O:14][CH2:15][c:16]2[cH:17][cH:18][cH:19][cH:20][cH:21]2)[CH2:2][CH2:3][CH2:4]1>>[CH:1]1([NH:5][C:6](=[O:7])[c:8]2[n:9]([CH3:24])[c:10]([CH3:23])[cH:11][c:12](=[O:22])[c:13]2[OH:14])[CH2:2][CH2:3][CH2:4]1. The reactants are CC[C@@]1(C2=C(COC1=O)C(=O)N3CC=4C=C5C=CC=CC5=NC4C3=C2)O (camptothecin), [N+](=O)(O)[O-] (nitric acid). The solvent is S(O)(O)(=O)=O (sulfuric acid). Product: CC[C@@]1(C2=C(COC1=O)C(=O)N3CC4=C(C3=C2)N=C5C=CC=C(C5=C4)[N+](=O)[O-])O (9-nitrocamptothecin), CC[C@@]1(C2=C(COC1=O)C(=O)N3CC4=C(C3=C2)N=C5C(=C4)C=CC=C5[N+](=O)[O-])O (12-nitrocamptothecin). As a reaction SMILES: [CH3:1][CH2:2][C@@:3]1([OH:26])[C:8](=[O:9])[O:7][CH2:6][C:5]2[C:10]([N:12]3[C:24](=[CH:25][C:4]1=2)[C:23]1[N:22]=[C:21]2[C:16]([CH:17]=[CH:18][CH:19]=[CH:20]2)=[CH:15][C:14]=1[CH2:13]3)=[O:11].[N+:27]([O-:30])([OH:29])=[O:28]>S(=O)(=O)(O)O>[CH3:1][CH2:2][C@@:3]1([OH:26])[C:8](=[O:9])[O:7][CH2:6][C:5]2[C:10]([N:12]3[C:24](=[CH:25][C:4]1=2)[C:23]1[N:22]=[C:21]2[C:16](=[CH:15][C:14]=1[CH2:13]3)[C:17]([N+:27]([O-:29])=[O:28])=[CH:18][CH:19]=[CH:20]2)=[O:11].[CH3:1][CH2:2][C@@:3]1([OH:26])[C:8](=[O:9])[O:7][CH2:6][C:5]2[C:10]([N:12]3[C:24](=[CH:25][C:4]1=2)[C:23]1[N:22]=[C:21]2[C:20]([N+:27]([O-:30])=[O:28])=[CH:19][CH:18]=[CH:17][C:16]2=[CH:15][C:14]=1[CH2:13]3)=[O:11]. Reported procedure: It was also found that when camptothecin in sulfuric acid was treated carefully with nitric acid under ice-cooling and agitation, new 9-nitrocamptothecin could be obtained in a yield of 30-40% together with the known 12-nitrocamptothecin. This new 9-nitrocamptothecin is then reduced to 9-aminocamptothecin which can be converted into various 9-substituted camptothecin derivatives according to the methods known per se as in the case of 10-nitrocamptothecin (Japanese Laid-open Patent Appln. No. 59-... The reactants are O=C([O-])[O-], CCI, CCC(C)=O, Cc1ccc2c(c1)C1CN(CCCC(=O)c3ccc(F)cc3)CCC1N2, [K+], [K+]. The product is CCN1c2ccc(C)cc2C2CN(CCCC(=O)c3ccc(F)cc3)CCC21. Reaction SMILES: [C:30](=[O:31])([O-:32])[O-:33].[CH2:27]([CH3:28])[I:29].[CH2:36]([C:37]([CH3:38])=[O:39])[CH3:40].[CH3:1][c:2]1[cH:3][c:4]2[c:8]([cH:9][cH:10]1)[NH:7][CH:6]1[CH:5]2[CH2:14][N:13]([CH2:15][CH2:16][CH2:17][C:18]([c:19]2[cH:20][cH:21][c:22]([F:25])[cH:23][cH:24]2)=[O:26])[CH2:12][CH2:11]1.[K+:34].[K+:35]>>[CH3:1][c:2]1[cH:3][c:4]2[c:8]([cH:9][cH:10]1)[N:7]([CH2:27][CH3:28])[CH:6]1[CH:5]2[CH2:14][N:13]([CH2:15][CH2:16][CH2:17][C:18]([c:19]2[cH:20][cH:21][c:22]([F:25])[cH:23][cH:24]2)=[O:26])[CH2:12][CH2:11]1. Starting materials: CCOC(=O)CN(Cc1ccccc1)CP(=O)(OCC)OCC, CCO, CC(=O)O. Product: CCOC(=O)CNCP(=O)(OCC)OCC. RXN SMILES: [CH2:1]([c:2]1[cH:3][cH:4][cH:5][cH:6][cH:7]1)[N:8]([CH2:9][C:10](=[O:11])[O:12][CH2:13][CH3:14])[CH2:15][P:16](=[O:17])([O:18][CH2:19][CH3:20])[O:21][CH2:22][CH3:23].[CH3:24][CH2:25][OH:26].[CH3:27][C:28](=[O:29])[OH:30]>>[NH:8]([CH2:9][C:10](=[O:11])[O:12][CH2:13][CH3:14])[CH2:15][P:16](=[O:17])([O:18][CH2:19][CH3:20])[O:21][CH2:22][CH3:23]. The reactants are ClC=1OC(=C(N1)C1=CC=C(C=C1)Cl)CCCCC(=O)OCC (ethyl 2-chloro-4-(4-chlorophenyl)-5-oxazolepentanoate), CC=1NC=CN1 (2-methylimidazole), C([O-])([O-])=O.[K+].[K+] (potassium carbonate), CN(C=O)C (N,N-dimethylformamide). Run in O (Water). Run at temperature 125 celsius, time 2 hour. Product: 30, ClC1=CC=C(C=C1)C=1N=C(OC1CCCCC(=O)OCC)N1C(=NC=C1)C (ethyl 4-(4-chlorophenyl)-2-(2-methyl-1-imidazolyl)-5-oxazolepentanoate). Isolated yield 88.0%. As a reaction SMILES: Cl[C:2]1[O:3][C:4]([CH2:14][CH2:15][CH2:16][CH2:17][C:18]([O:20][CH2:21][CH3:22])=[O:19])=[C:5]([C:7]2[CH:12]=[CH:11][C:10]([Cl:13])=[CH:9][CH:8]=2)[N:6]=1.[CH3:23][C:24]1[NH:25][CH:26]=[CH:27][N:28]=1.C(=O)([O-])[O-].[K+].[K+].CN(C)C=O>O>[Cl:13][C:10]1[CH:11]=[CH:12][C:7]([C:5]2[N:6]=[C:2]([N:25]3[CH:26]=[CH:27][N:28]=[C:24]3[CH3:23])[O:3][C:4]=2[CH2:14][CH2:15][CH2:16][CH2:17][C:18]([O:20][CH2:21][CH3:22])=[O:19])=[CH:8][CH:9]=1 |f:2.3.4|. Procedure details: A mixture of ethyl 2-chloro-4-(4-chlorophenyl)-5-oxazolepentanoate(10.0 g), 2-methylimidazole(7.20 g), potassium carbonate(12.1 g) and N,N-dimethylformamide(80 ml) was stirred for 2 hours at 120-130° C. Water was added to the reaction mixture to give 30 ethyl 4-(4-chlorophenyl)-2-(2-methyl-1-imidazolyl)-5-oxazolepentanoate(9.97 g, 88%). This was recrystallized from ethyl acetate-isopropyl ether to give colorless prisms. mp 93-94° C. The reactants are CS(=O)(=O)O, ClCCl, Cc1ccc(-n2nc(C(C)(CF)CF)cc2NC(=O)Nc2cnc(OC3CCN(C(=O)c4c(F)cccc4F)CC3)c3ccccc23)cc1. Product: CS(=O)(=O)O, Cc1ccc(-n2nc(C(C)(CF)CF)cc2NC(=O)Nc2cnc(OC3CCN(C(=O)c4c(F)cccc4F)CC3)c3ccccc23)cc1. Reaction SMILES: [CH3:50][S:51]([OH:52])(=[O:53])=[O:54].[Cl:55][CH2:56][Cl:57].[F:1][c:2]1[c:3]([C:4](=[O:5])[N:6]2[CH2:7][CH2:8][CH:9]([O:12][c:13]3[n:14][cH:15][c:16]([NH:23][C:24](=[O:25])[NH:26][c:27]4[n:28](-[c:38]5[cH:39][cH:40][c:41]([CH3:44])[cH:42][cH:43]5)[n:29][c:30]([C:32]([CH2:33][F:34])([CH3:35])[CH2:36][F:37])[cH:31]4)[c:17]4[cH:18][cH:19][cH:20][cH:21][c:22]34)[CH2:10][CH2:11]2)[c:45]([F:49])[cH:46][cH:47][cH:48]1>>[CH3:50][S:51](=[O:52])(=[O:53])[OH:54].[F:1][c:2]1[c:3]([C:4](=[O:5])[N:6]2[CH2:7][CH2:8][CH:9]([O:12][c:13]3[n:14][cH:15][c:16]([NH:23][C:24](=[O:25])[NH:26][c:27]4[n:28](-[c:38]5[cH:39][cH:40][c:41]([CH3:44])[cH:42][cH:43]5)[n:29][c:30]([C:32]([CH2:33][F:34])([CH3:35])[CH2:36][F:37])[cH:31]4)[c:17]4[cH:18][cH:19][cH:20][cH:21][c:22]34)[CH2:10][CH2:11]2)[c:45]([F:49])[cH:46][cH:47][cH:48]1.